Dataset: the Open Reaction Database (ORD), a public repository of structured organic reaction records. Task: describe an organic reaction: reactants, conditions, products, and yield The reactants are ClC1=CC(=C(C=C1)[N+](=O)[O-])F (4-chloro-2-fluoronitrobenzene), C(C)(C)(C)OC(=O)N1CCN(CC1)C1=CC=C(C=C1)O (4-(4-tert-butoxycarbonylpiperazin-1-yl)phenol), C([O-])([O-])=O.[K+].[K+] (potassium carbonate), CN(C=O)C (N,N-dimethylformamide). Run in O (water). Conditions: temperature 100 celsius, time 12 hour. The product is ClC=1C=CC(=C(OC2=CC=C(C=C2)N2CCN(CC2)C(=O)OC(C)(C)C)C1)[N+](=O)[O-] (tert-butyl 4-[4-(5-chloro-2-nitrophenoxy)phenyl]piperazine-1-carboxylate). The yield is 89.1%. RXN SMILES: [Cl:1][C:2]1[CH:7]=[CH:6][C:5]([N+:8]([O-:10])=[O:9])=[C:4](F)[CH:3]=1.[C:12]([O:16][C:17]([N:19]1[CH2:24][CH2:23][N:22]([C:25]2[CH:30]=[CH:29][C:28]([OH:31])=[CH:27][CH:26]=2)[CH2:21][CH2:20]1)=[O:18])([CH3:15])([CH3:14])[CH3:13].C(=O)([O-])[O-].[K+].[K+].CN(C)C=O>O>[Cl:1][C:2]1[CH:7]=[CH:6][C:5]([N+:8]([O-:10])=[O:9])=[C:4]([CH:3]=1)[O:31][C:28]1[CH:29]=[CH:30][C:25]([N:22]2[CH2:23][CH2:24][N:19]([C:17]([O:16][C:12]([CH3:15])([CH3:14])[CH3:13])=[O:18])[CH2:20][CH2:21]2)=[CH:26][CH:27]=1 |f:2.3.4|. Procedure: A mixture of 4-chloro-2-fluoronitrobenzene (2.63 g, 15 mmols), 4-(4-tert-butoxycarbonylpiperazin-1-yl)phenol (4.18 g, 15 mmols), potassium carbonate (2.07 g, 15 mmols) and N,N-dimethylformamide (50 ml) was stirred at 100° C. for 12 hours. The reaction mixture was cooled, poured into water, and extracted with ethyl acetate. The extract was washed with water, and then dried with anhydrous magnesium sulfate, and the solvent was evaporated away. The residue was purified through silica gel column chr... The reactants are FC(C(=O)N1CCC(CC1)CC1=CC=CC=C1)(F)F (1-(trifluoroacetyl)-4-benzylpiperidine), C(Cl)Cl (methylene chloride), ClS(=O)(=O)O (chlorosulfonic acid). The solvent is O (water). Run at temperature 0 celsius. Product: FC(C(=O)N1CCC(CC1)CC1=CC=C(C=C1)S(=O)(=O)Cl)(F)F (4-{[1-(Trifluoroacetyl)-4-piperidinyl]methyl}benzenesulfonyl chloride). Isolated yield 41.3%. As a reaction SMILES: [F:1][C:2]([F:19])([F:18])[C:3]([N:5]1[CH2:10][CH2:9][CH:8]([CH2:11][C:12]2[CH:17]=[CH:16][CH:15]=[CH:14][CH:13]=2)[CH2:7][CH2:6]1)=[O:4].C(Cl)Cl.[Cl:23][S:24](O)(=[O:26])=[O:25]>O>[F:19][C:2]([F:1])([F:18])[C:3]([N:5]1[CH2:10][CH2:9][CH:8]([CH2:11][C:12]2[CH:13]=[CH:14][C:15]([S:24]([Cl:23])(=[O:26])=[O:25])=[CH:16][CH:17]=2)[CH2:7][CH2:6]1)=[O:4]. Reported procedure: To the mixture of 1-(trifluoroacetyl)-4-benzylpiperidine (29.2 g, 108 mmol) and methylene chloride (10 ml) was dropwise added chlorosulfonic acid (36 ml, 539 mmol) at −10° C. for an hour. The mixture was stirred at 0° C. for an hour and then stirred at room temperature for an hour. The reaction mixture was poured into ice-cooled water (500 ml) and extracted with methylene chloride (200 ml×2). The extract was washed with an aqueous solution of 5% sodium bicarbonate (500 ml) and saturated brine (5... Reactants: CC=1C(NC2=C(C=CC(=C2C1)O)C)=O (3,8-Dimethyl-5-hydroxycarbostyril), C([O-])([O-])=O.[K+].[K+] (potassium carbonate), BrC\C=C\CC (E-1-Bromo-2-pentene). The solvent is CN(C=O)C (dimethylformamide). Product: CC=1C(NC2=C(C=CC(=C2C1)OC\C=C\CC)C)=O (3,8-Dimethyl-5-(E-2-pentenyloxy)carbostyril). Yield: 25.6%. RXN SMILES: [CH3:1][C:2]1[C:3](=[O:14])[NH:4][C:5]2[C:10]([CH:11]=1)=[C:9]([OH:12])[CH:8]=[CH:7][C:6]=2[CH3:13].C(=O)([O-])[O-].[K+].[K+].Br[CH2:22]/[CH:23]=[CH:24]/[CH2:25][CH3:26]>CN(C)C=O>[CH3:1][C:2]1[C:3](=[O:14])[NH:4][C:5]2[C:10]([CH:11]=1)=[C:9]([O:12][CH2:22]/[CH:23]=[CH:24]/[CH2:25][CH3:26])[CH:8]=[CH:7][C:6]=2[CH3:13] |f:1.2.3|. Procedure: 3,8-Dimethyl-5-hydroxycarbostyril (1.72 g, 9.1 mmol), potassium carbonate (2.51 g, 18.1 mmol), E-1-Bromo-2-pentene (2.0 g, 13.4 mmol) and dimethylformamide (30 ml) were allowed to react at 60° C. for 1 hour. After the completion of the reaction, the procedure described in Reference Example 31 was followed to obtain 0.60 g of the title compound as a colorless solid (25.6%).